From a dataset of the Open Reaction Database (ORD), a public repository of structured organic reaction records. describe an organic reaction: reactants, conditions, products, and yield Reactants: FC(C(=O)O)(F)F.S1C(=CC=2CNCCC21)C(=O)NCCC2=CC(=C(C=C2)OCC(=O)O)OCC(=O)O ([[4-[2-[(4,5,6,7-tetrahydrothieno[3,2-c]pyridin-2-yl)carbonyl]aminoethyl]-o-phenylene]dioxy]diacetic acid trifluoroacetate), FC(C(=O)O)(F)F (trifluoroacetic acid). The solvent is C1(=CC=CC=C1)OC (anisole). Reaction conditions: time 3 hour. Yields the product NCCC1=CC=C(OCC(=O)OCC)C=C1 (Ethyl 4-(2-aminoethyl)phenoxyacetate), FC(C(=O)[O-])(F)F (trifluoroacetate). RXN SMILES: F[C:2](F)(F)[C:3](O)=O.S1C2CCNCC=2C=C1C([NH:19][CH2:20][CH2:21][C:22]1[CH:27]=[CH:26][C:25]([O:28][CH2:29][C:30]([OH:32])=[O:31])=[C:24](OCC(O)=O)[CH:23]=1)=O.[F:38][C:39]([F:44])([F:43])[C:40]([OH:42])=[O:41]>C1(OC)C=CC=CC=1>[NH2:19][CH2:20][CH2:21][C:22]1[CH:23]=[CH:24][C:25]([O:28][CH2:29][C:30]([O:32][CH2:2][CH3:3])=[O:31])=[CH:26][CH:27]=1.[F:38][C:39]([F:44])([F:43])[C:40]([O-:42])=[O:41] |f:0.1|. Reported procedure: To the solution of the compound prepared in (b) (2 g) in anisole (3.3 ml) was added trifluoroacetic acid (3 ml), and the mixture was stirred at room temperature for 3 hours. The reaction mixture was concentrated under reduced pressure. The residue was washed with n-hexane, dissolved in water and lyophilized to give the title compound in the form of a trifluoroacetate. Reaction SMILES: [CH2:44]1[O:45][CH2:46][CH2:47][O:48][CH2:49]1.[Cl:1][c:2]1[n:3][c:4]2[cH:5][cH:6][cH:7][cH:8][c:9]2[c:10]2[c:11]1[n:12][c:13](-[c:30]1[cH:31][cH:32][c:33]([S:36][CH3:37])[cH:34][cH:35]1)[n:14]2[CH2:15][CH2:16][CH:17]1[CH2:18][CH2:19][N:20]([C:23](=[O:24])[O:25][C:26]([CH3:27])([CH3:28])[CH3:29])[CH2:21][CH2:22]1.[I+3:38]([O-:39])([O-:40])([O-:41])[O-:42].[Na+:43].[OH2:50]>>[Cl:1][c:2]1[n:3][c:4]2[cH:5][cH:6][cH:7][cH:8][c:9]2[c:10]2[c:11]1[n:12][c:13](-[c:30]1[cH:31][cH:32][c:33]([S:36]([CH3:37])=[O:39])[cH:34][cH:35]1)[n:14]2[CH2:15][CH2:16][CH:17]1[CH2:18][CH2:19][N:20]([C:23](=[O:24])[O:25][C:26]([CH3:27])([CH3:28])[CH3:29])[CH2:21][CH2:22]1. The reactants are C1COCCO1, CSc1ccc(-c2nc3c(Cl)nc4ccccc4c3n2CCC2CCN(C(=O)OC(C)(C)C)CC2)cc1, [O-][I+3]([O-])([O-])[O-], [Na+], O. Product: CS(=O)c1ccc(-c2nc3c(Cl)nc4ccccc4c3n2CCC2CCN(C(=O)OC(C)(C)C)CC2)cc1. The reactants are BrCc1ccccc1, CC(C)=O, O=[N+]([O-])c1ccc(O)cc1F, [K+], [K+], O=C([O-])[O-], O. Yields the product O=[N+]([O-])c1ccc(OCc2ccccc2)cc1F. Reaction SMILES: [Br:12][CH2:13][c:14]1[cH:15][cH:16][cH:17][cH:18][cH:19]1.[CH3:27][C:28](=[O:29])[CH3:30].[F:1][c:2]1[cH:3][c:4]([OH:11])[cH:5][cH:6][c:7]1[N+:8](=[O:9])[O-:10].[K+:20].[K+:21].[O-:22][C:23]([O-:24])=[O:25].[OH2:26]>>[F:1][c:2]1[cH:3][c:4]([O:11][CH2:13][c:14]2[cH:15][cH:16][cH:17][cH:18][cH:19]2)[cH:5][cH:6][c:7]1[N+:8](=[O:9])[O-:10].